Dataset: the Open Reaction Database (ORD), a public repository of structured organic reaction records. Task: describe an organic reaction: reactants, conditions, products, and yield Starting materials: C(C)(=O)OC(C)=O (acetic anhydride), OCCN1C(CC(CC1(C)C)O)(C)C (1-(2-hydroxyethyl)-2,2,6,6-tetramethyl-4-piperidinol), C([O-])([O-])=O.[Na+].[Na+] (sodium carbonate), anhydride, diol. Run in C(Cl)Cl (methylene chloride), C(Cl)Cl (methylene chloride). Conditions: temperature -20 celsius, time 2 hour. Yields the product C(C)(=O)OCCN1C(CC(CC1(C)C)O)(C)C (1-(2-acetoxyethyl)-2,2,6,6-tetramethyl-4-piperidinol). As a reaction SMILES: [OH:1][CH2:2][CH2:3][N:4]1[C:9]([CH3:11])([CH3:10])[CH2:8][CH:7]([OH:12])[CH2:6][C:5]1([CH3:14])[CH3:13].[C:15](OC(=O)C)(=[O:17])[CH3:16].C(=O)([O-])[O-].[Na+].[Na+]>C(Cl)Cl>[C:15]([O:1][CH2:2][CH2:3][N:4]1[C:5]([CH3:14])([CH3:13])[CH2:6][CH:7]([OH:12])[CH2:8][C:9]1([CH3:10])[CH3:11])(=[O:17])[CH3:16] |f:2.3.4|. Reported procedure: Into a 250 ml flask equipped with a magnetic stirbar, thermometer, addition funnel and nitrogen atmosphere was placed 1-(2-hydroxyethyl)-2,2,6,6-tetramethyl-4-piperidinol (10.0 g, 0.499 mole) and 75 ml of methylene chloride. The resulting slurry was cooled to -20° C. and the addition funnel was charged with acetic anhydride (5.1 g, 0.496 mole) and 15 ml of methylene chloride. The anhydride was added dropwise to the diol slurry with no apparent reaction. The mixture was warmed to 15° C. at which ... As a reaction SMILES: [C:1]([CH3:2])([CH3:3])([CH3:4])[O:5][C:6]([CH2:7][CH:8]([CH2:9][CH2:10][CH2:11][CH:12]1[CH2:13][CH2:14][CH2:15][CH2:16][CH2:17]1)[c:18]1[n:19][c:20]([C:23](=[O:24])[N:25]2[CH2:26][CH:27]([C:29](=[O:30])[OH:31])[CH2:28]2)[n:21][o:22]1)=[O:32].[CH3:33][N:34]1[CH2:35][CH2:36][O:37][CH2:38][CH2:39]1.[Cl:40][C:41]([O:42][CH2:43][CH:44]([CH3:45])[CH3:46])=[O:47].[Cl:48][CH2:49][Cl:50]>>[C:1]([CH3:2])([CH3:3])([CH3:4])[O:5][C:6]([CH2:7][CH:8]([CH2:9][CH2:10][CH2:11][CH:12]1[CH2:13][CH2:14][CH2:15][CH2:16][CH2:17]1)[c:18]1[n:19][c:20]([C:23](=[O:24])[N:25]2[CH2:26][CH:27]([C:29](=[O:30])[O:31][CH3:33])[CH2:28]2)[n:21][o:22]1)=[O:32]. Starting materials: CC(C)(C)OC(=O)CC(CCCC1CCCCC1)c1nc(C(=O)N2CC(C(=O)O)C2)no1, CN1CCOCC1, CC(C)COC(=O)Cl, ClCCl. Product: COC(=O)C1CN(C(=O)c2noc(C(CCCC3CCCCC3)CC(=O)OC(C)(C)C)n2)C1. The reactants are Brc1cccnc1, C1COCCO1, I[Cu]I, [K+], [K+], [K+], NC1CCCCC1N, O=P([O-])([O-])[O-], CC1(C)CN(c2ccc3ncsc3c2)C(=O)N1. Product: CC1(C)CN(c2ccc3ncsc3c2)C(=O)N1c1cccnc1. RXN SMILES: [Br:18][c:19]1[cH:20][n:21][cH:22][cH:23][cH:24]1.[CH2:44]1[O:45][CH2:46][CH2:47][O:48][CH2:49]1.[Cu:41]([I:42])[I:43].[K+:38].[K+:39].[K+:40].[NH2:25][CH:26]1[CH2:27][CH2:28][CH2:29][CH2:30][CH:31]1[NH2:32].[P:33]([O-:34])([O-:35])([O-:36])=[O:37].[s:1]1[cH:2][n:3][c:4]2[c:5]1[cH:6][c:7]([N:10]1[C:11](=[O:17])[NH:12][C:13]([CH3:15])([CH3:16])[CH2:14]1)[cH:8][cH:9]2>>[s:1]1[cH:2][n:3][c:4]2[c:5]1[cH:6][c:7]([N:10]1[C:11](=[O:17])[N:12]([c:19]3[cH:20][n:21][cH:22][cH:23][cH:24]3)[C:13]([CH3:15])([CH3:16])[CH2:14]1)[cH:8][cH:9]2. The reactants are CNOC, Cc1ccccc1, CC(C)c1ccc(CCOc2ccc(NC(=O)Cl)cc2)cc1, O, c1ccncc1. The product is CON(C)C(=O)Nc1ccc(OCCc2ccc(C(C)C)cc2)cc1. As a reaction SMILES: [CH3:29][NH:30][O:31][CH3:32].[CH3:34][c:35]1[cH:36][cH:37][cH:38][cH:39][cH:40]1.[CH:1]([CH3:2])([CH3:3])[c:4]1[cH:5][cH:6][c:7]([CH2:8][CH2:9][O:10][c:11]2[cH:12][cH:13][c:14]([NH:17][C:18](=[O:19])[Cl:20])[cH:15][cH:16]2)[cH:21][cH:22]1.[OH2:33].[cH:23]1[cH:24][cH:25][n:26][cH:27][cH:28]1>>[CH:1]([CH3:2])([CH3:3])[c:4]1[cH:5][cH:6][c:7]([CH2:8][CH2:9][O:10][c:11]2[cH:12][cH:13][c:14]([NH:17][C:18](=[O:19])[N:30]([CH3:29])[O:31][CH3:32])[cH:15][cH:16]2)[cH:21][cH:22]1. Starting materials: ester, ClC1=NC=NC2=CC(=CC=C12)F (4-chloro-7-fluoro-quinazoline), COC(=O)C1CCN(CC1)C(=O)OC(C)(C)C (piperidine-1,4-dicarboxylic acid 1-tert-butyl ester 4-methyl ester), [Li+].C[Si](C)(C)[N-][Si](C)(C)C.C1CCOC1 (LiHMDS THF), [Li+].C[Si](C)(C)[N-][Si](C)(C)C.C1CCOC1 (LiHMDS THF). Run at time 2.5 minute. Product: COC(=O)C1(CCN(CC1)C(=O)OC(C)(C)C)C1=NC=NC2=CC(=CC=C12)F (4-(7-Fluoro-quinazolin-4-yl)-piperidine-1,4-dicarboxylic acid 1-tert-butyl ester 4-methyl ester). As a reaction SMILES: Cl[C:2]1[C:11]2[C:6](=[CH:7][C:8]([F:12])=[CH:9][CH:10]=2)[N:5]=[CH:4][N:3]=1.[CH3:13][O:14][C:15]([CH:17]1[CH2:22][CH2:21][N:20]([C:23]([O:25][C:26]([CH3:29])([CH3:28])[CH3:27])=[O:24])[CH2:19][CH2:18]1)=[O:16].[Li+].C[Si]([N-][Si](C)(C)C)(C)C.C1COCC1>>[CH3:13][O:14][C:15]([C:17]1([C:2]2[C:11]3[C:6](=[CH:7][C:8]([F:12])=[CH:9][CH:10]=3)[N:5]=[CH:4][N:3]=2)[CH2:18][CH2:19][N:20]([C:23]([O:25][C:26]([CH3:29])([CH3:28])[CH3:27])=[O:24])[CH2:21][CH2:22]1)=[O:16] |f:2.3.4|. Procedure: A mixture of 4-chloro-7-fluoro-quinazoline (2.87 g, 15.4 mmol) (WO 9609294 A1) and piperidine-1,4-dicarboxylic acid 1-tert-butyl ester 4-methyl ester (4.15 g, 17.1 mmol), as prepared in Example 1b, was placed in a −78° C. bath for 5 min under argon before adding a 1.08 M LiHMDS/THF solution (17.8 mL, 19.2 mmol) rapidly by syringe along the sides of the flask (to allow cooling and dispersion of the hindered base before reaction with the ester). Following completion of LiHMDS/THF addition, the rea...